Dataset: the Open Reaction Database (ORD), a public repository of structured organic reaction records. Task: describe an organic reaction: reactants, conditions, products, and yield The reactants are ClC1=C(C=C(C=C1)C1CCNCC1)C(F)(F)F (4-(4-Chloro-3-trifluoromethyl-phenyl)-piperidine), ICC (iodoethane). Product: ClC1=C(C=C(C=C1)C1CCN(CC1)CC)C(F)(F)F (4-(4-Chloro-3-trifluoromethyl-phenyl)-1-ethyl-piperidine). As a reaction SMILES: [Cl:1][C:2]1[CH:7]=[CH:6][C:5]([CH:8]2[CH2:13][CH2:12][NH:11][CH2:10][CH2:9]2)=[CH:4][C:3]=1[C:14]([F:17])([F:16])[F:15].I[CH2:19][CH3:20]>>[Cl:1][C:2]1[CH:7]=[CH:6][C:5]([CH:8]2[CH2:13][CH2:12][N:11]([CH2:19][CH3:20])[CH2:10][CH2:9]2)=[CH:4][C:3]=1[C:14]([F:17])([F:15])[F:16]. Procedure: Beginning with 4-(4-Chloro-3-trifluoromethyl-phenyl)-piperidine and iodoethane, the title compound was recovered by the procedure described in Example 2. MS m/z (rel. intensity, 70 eV) 291 (M+, 6), 278 (29), 277 (11), 276 (bp), 70 (50). Starting materials: FC=1C=NC(=NC1)S(=O)(=O)C (5-fluoro-2-(methylsulfonyl) pyrimidine), [H-].[Na+] (NaH), ClC1=CC=C2C(=CC=NC2=C1)C(O)C(F)(F)F (7-Chloro-α-(trifluoromethyl)-4-quinolinemethanol). Solvent: O1CCCC1 (tetrahydrofuran), O1CCCC1 (tetrahydrofuran), O1CCCC1 (tetrahydrofuran). Conditions: temperature 0 celsius, time 15 minute. Product: ClC1=CC=C2C(=CC=NC2=C1)C(C(F)(F)F)OC1=NC=C(C=N1)F (7-chloro-4-[2,2,2-trifluoro-1-[(5-fluoro-2-pyrimidinyl) oxy]ethyl]quinoline). The yield is 93.2%. RXN SMILES: [Cl:1][C:2]1[CH:11]=[C:10]2[C:5]([C:6]([CH:12]([C:14]([F:17])([F:16])[F:15])[OH:13])=[CH:7][CH:8]=[N:9]2)=[CH:4][CH:3]=1.[H-].[Na+].[F:20][C:21]1[CH:22]=[N:23][C:24](S(C)(=O)=O)=[N:25][CH:26]=1>O1CCCC1>[Cl:1][C:2]1[CH:11]=[C:10]2[C:5]([C:6]([CH:12]([O:13][C:24]3[N:25]=[CH:26][C:21]([F:20])=[CH:22][N:23]=3)[C:14]([F:17])([F:15])[F:16])=[CH:7][CH:8]=[N:9]2)=[CH:4][CH:3]=1 |f:1.2|. Procedure details: 7-Chloro-α-(trifluoromethyl)-4-quinolinemethanol (0.25 g, 0.96 mmol) was dissolved in 5 ml of tetrahydrofuran in a oven dried, nitrogen swept 25 ml round bottomed flask and the resulting solution was cooled to 0° C. under nitrogen. With stirring, NaH (0.042 g, 1.1 mmol, 60% dispersion in mineral oil) was added all at once. After 15 minutes, 5-fluoro-2-(methylsulfonyl) pyrimidine (0.17 g, 0.96 mmol) was added dropwise via syringe as a solution in tetrahydrofuran (2.5 ml) over 5 minutes. An additi... The reactants are CN(C)CC(N)CC(=O)OCc1ccccc1, Cl, Cl, O=C(O)CCCCCCCc1ccccc1. Product: CN(C)CC(CC(=O)OCc1ccccc1)NC(=O)CCCCCCCc1ccccc1. RXN SMILES: [CH2:19]([c:20]1[cH:21][cH:22][cH:23][cH:24][cH:25]1)[O:26][C:27]([CH2:28][CH:29]([CH2:30][N:31]([CH3:32])[CH3:33])[NH2:34])=[O:35].[ClH:17].[ClH:18].[c:1]1([CH2:7][CH2:8][CH2:9][CH2:10][CH2:11][CH2:12][CH2:13][C:14](=[O:15])[OH:16])[cH:2][cH:3][cH:4][cH:5][cH:6]1>>[c:1]1([CH2:7][CH2:8][CH2:9][CH2:10][CH2:11][CH2:12][CH2:13][C:14](=[O:16])[NH:34][CH:29]([CH2:28][C:27]([O:26][CH2:19][c:20]2[cH:21][cH:22][cH:23][cH:24][cH:25]2)=[O:35])[CH2:30][N:31]([CH3:32])[CH3:33])[cH:2][cH:3][cH:4][cH:5][cH:6]1. Reactants: O (water), N[C@H]1[C@@H]2N(C(=C(CS2)S\C=C\C=2C=NNC2)C(=O)OC(C2=CC=CC=C2)C2=CC=CC=C2)C1=O (benzhydryl 7β-amino-3-[(E)-2-(4-pyrazolyl)vinylthio]-3-cephem-4-carboxylate), C[Si](NC(C)=O)(C)C (N-trimethylsilylacetamide), C1(=CC=CC=C1)CC(=O)Cl (phenylacetyl chloride). Solvent: C(C)(=O)OCC (ethyl acetate), O1CCCC1 (tetrahydrofuran). Run at time 15 minute. Product: C1(=CC=CC=C1)CC(=O)N[C@H]1[C@@H]2N(C(=C(CS2)S\C=C\C=2C=NN(C2)C(=O)CC2=CC=CC=C2)C(=O)OC(C2=CC=CC=C2)C2=CC=CC=C2)C1=O (benzhydryl 7β-(2-phenylacetamido)-3-[(E)-2-(1-benzylcarbonylpyrazol-4-yl)vinylthio]-3-cephem-4-carboxylate). Reaction SMILES: [NH2:1][C@@H:2]1[C:33](=[O:34])[N:4]2[C:5]([C:17]([O:19][CH:20]([C:27]3[CH:32]=[CH:31][CH:30]=[CH:29][CH:28]=3)[C:21]3[CH:26]=[CH:25][CH:24]=[CH:23][CH:22]=3)=[O:18])=[C:6]([S:9]/[CH:10]=[CH:11]/[C:12]3[CH:13]=[N:14][NH:15][CH:16]=3)[CH2:7][S:8][C@H:3]12.C[Si](C)(C)N[C:38](=[O:40])[CH3:39].[C:43]1([CH2:49][C:50](Cl)=[O:51])[CH:48]=[CH:47][CH:46]=[CH:45][CH:44]=1.O>O1CCCC1.C(OCC)(=O)C>[C:21]1([CH2:39][C:38]([NH:1][C@@H:2]2[C:33](=[O:34])[N:4]3[C:5]([C:17]([O:19][CH:20]([C:21]4[CH:26]=[CH:25][CH:24]=[CH:23][CH:22]=4)[C:27]4[CH:32]=[CH:31][CH:30]=[CH:29][CH:28]=4)=[O:18])=[C:6]([S:9]/[CH:10]=[CH:11]/[C:12]4[CH:13]=[N:14][N:15]([C:50]([CH2:49][C:43]5[CH:48]=[CH:47][CH:46]=[CH:45][CH:44]=5)=[O:51])[CH:16]=4)[CH2:7][S:8][C@H:3]23)=[O:40])[CH:26]=[CH:25][CH:24]=[CH:23][CH:22]=1. Reported procedure: To a solution of benzhydryl 7β-amino-3-[(E)-2-(4-pyrazolyl)vinylthio]-3-cephem-4-carboxylate (515 mg) in tetrahydrofuran (12.5 ml) was added N-trimethylsilylacetamide (550 mg), and stirred at room temperature for 15 minutes. To the solution was added dropwise a solution of phenylacetyl chloride (146 μl) above at -20° C. for 2 minutes. The mixture was stirred at -20~-15° C. for 1 hour. To the reaction mixture were added water (100 ml) and ethyl acetate (100 ml). The organic layer was separated, w... Product: Cl.NC=1SC=C(N1)C(C(=O)OCC)=O (ethyl 2-(2-amino-1,3-thiazol-4-yl)glyoxylate hydrochloride). The solvent is C(C)O (ethanol). The reactants are C(=O)NC=1SC=C(N1)C(C(=O)OCC)=O (ethyl 2-(2-formylamino-1,3-thiazol-4-yl)glyoxylate), C(=O)N=C1SC=C(N1)C(C(=O)OCC)=O (ethyl 2-(2-formylimino-2,3-dihydro-1,3-thiazol-4-yl)glyoxylate), P(=O)(Cl)(Cl)Cl (phosphorus oxychloride). As a reaction SMILES: C([NH:3][C:4]1[S:5][CH:6]=[C:7]([C:9](=[O:15])[C:10]([O:12][CH2:13][CH3:14])=[O:11])[N:8]=1)=O.P(Cl)(Cl)([Cl:18])=O>C(O)C>[ClH:18].[NH2:3][C:4]1[S:5][CH:6]=[C:7]([C:9](=[O:15])[C:10]([O:12][CH2:13][CH3:14])=[O:11])[N:8]=1 |f:3.4|. Reported procedure: To a suspension of ethyl 2-(2-formylamino-1,3-thiazol-4-yl)glyoxylate, which can be represented as ethyl 2-(2-formylimino-2,3-dihydro-1,3-thiazol-4-yl)glyoxylate, (31.3 g.) in ethanol (600 ml.) was dropwise added phosphorus oxychloride (41.9 g.) under ice-cooling and stirring, and the mixture was stirred for 30 minutes at 50° C. After the reaction, the solvent was distilled off. The residue was washed with diethyl ether and then dried to give ethyl 2-(2-amino-1,3-thiazol-4-yl)glyoxylate hydrochl... The reactants are [N+](=O)([O-])C1=CC=CC=C1 (Nitrobenzene), O=C1[C@@H](CN(C2=C(N1)C=CC=C2)C2C=CCCC2)NC(=O)OCCCC ((3R)-2-oxo-3-butoxycarbonylamino-5-(2-cyclohexen-1-yl)-1,3,4,5-tetrahydro-2H-1,5-benzodiazepine). The reagents and catalysts are [C].[Pd] (palladium carbon). Solvent: C=1(C(=CC=CC1)C)C (xylene). Reaction conditions: temperature 50 celsius, time 1 hour. Product: O=C1[C@@H](CN(C2=C(N1)C=CC=C2)C2=CC=CC=C2)N ((3R)-(−)-2-oxo-3-amino-5-phenyl-1,3,4,5-tetrahydro-2H-1,5-benzodiazepine). Isolated yield 60.9%. As a reaction SMILES: [N+](C1C=CC=CC=1)([O-])=O.[O:10]=[C:11]1[NH:17][C:16]2[CH:18]=[CH:19][CH:20]=[CH:21][C:15]=2[N:14]([CH:22]2[CH2:27][CH2:26][CH2:25][CH:24]=[CH:23]2)[CH2:13][C@H:12]1[NH:28]C(OCCCC)=O>C1(C)C(C)=CC=CC=1.[C].[Pd]>[O:10]=[C:11]1[NH:17][C:16]2[CH:18]=[CH:19][CH:20]=[CH:21][C:15]=2[N:14]([C:22]2[CH:23]=[CH:24][CH:25]=[CH:26][CH:27]=2)[CH2:13][C@H:12]1[NH2:28] |f:3.4|. Procedure details: Nitrobenzene (22.16 g) and 10% palladium carbon (6 g) were added to a solution of (3R)-2-oxo-3-butoxycarbonylamino-5-(2-cyclohexen-1-yl)-1,3,4,5-tetrahydro-2H-1,5-benzodiazepine (12.87 g) in xylene (200 ml), the mixture was refluxed for one hour and 30 minutes. The reaction mixture was allowed to cool, filtered, and the filtrate was concentrated under reduced pressure. The residue was dissolved in ethanol (30 ml), 4N HCl-dioxane (20 ml) was added, the resultant mixture was stirred at 50° C. for ... Reactants: ClC1=CC=C(C=C1)C(CN(C(=O)C1=CC=CC=2CCCCC12)C)CC=O (N-[2-(4-chlorophenyl)-4-oxobutyl]-N-methyl-5,6,7,8-tetrahydro-1-naphthamide), O=C1N(CCCN1)C1CCNCC1 (4-(tetrahydro-2-oxo-1(2H)-pyrimidinyl)piperidine), citrate salt. Product: O=C1N(CCCN1)C1CCN(CC1)CCC(CN(C(=O)C1=CC=CC=2CCCCC12)C)C1=CC=C(C=C1)Cl (N-(4-[4-(Tetrahydro-2-oxo-1(2H)-pyrimidinyl)-1-piperidinyl]-2-(4-chlorophenyl)-butyl)-N-methyl-5,6,7,8-tetrahydro-1-naphthamide). RXN SMILES: [Cl:1][C:2]1[CH:7]=[CH:6][C:5]([CH:8]([CH2:24][CH:25]=O)[CH2:9][N:10]([CH3:23])[C:11]([C:13]2[C:22]3[CH2:21][CH2:20][CH2:19][CH2:18][C:17]=3[CH:16]=[CH:15][CH:14]=2)=[O:12])=[CH:4][CH:3]=1.[O:27]=[C:28]1[NH:33][CH2:32][CH2:31][CH2:30][N:29]1[CH:34]1[CH2:39][CH2:38][NH:37][CH2:36][CH2:35]1>>[O:27]=[C:28]1[NH:33][CH2:32][CH2:31][CH2:30][N:29]1[CH:34]1[CH2:39][CH2:38][N:37]([CH2:25][CH2:24][CH:8]([C:5]2[CH:4]=[CH:3][C:2]([Cl:1])=[CH:7][CH:6]=2)[CH2:9][N:10]([CH3:23])[C:11]([C:13]2[C:22]3[CH2:21][CH2:20][CH2:19][CH2:18][C:17]=3[CH:16]=[CH:15][CH:14]=2)=[O:12])[CH2:36][CH2:35]1. Procedure details: Using standard reductive amination conditions N-[2-(4-chlorophenyl)-4-oxobutyl]-N-methyl-5,6,7,8-tetrahydro-1-naphthamide was reacted with with 4-(tetrahydro-2-oxo-1(2H)-pyrimidinyl)piperidine and converted to the citrate salt. MS: m/z 537 (M+H). Analysis for C3H41CIN4O2.C6H8O7. H2O: calculated: C, 59.36; H, 6.87; N, 7.46; found: C, 59.42; H, 6.71; N, 7.12.